Dataset: the Open Reaction Database (ORD), a public repository of structured organic reaction records. Task: describe an organic reaction: reactants, conditions, products, and yield The reactants are CCOCC, ClC(Cl)(c1ccccc1)c1ccccc1, COC(=O)c1cc(Cl)c(O)c(O)c1Cl. Product: COC(=O)c1cc(Cl)c2c(c1Cl)OC(c1ccccc1)(c1ccccc1)O2. As a reaction SMILES: [CH3:30][CH2:31][O:32][CH2:33][CH3:34].[Cl:15][C:16]([c:17]1[cH:18][cH:19][cH:20][cH:21][cH:22]1)([c:23]1[cH:24][cH:25][cH:26][cH:27][cH:28]1)[Cl:29].[Cl:1][c:2]1[c:3]([C:4](=[O:5])[O:6][CH3:7])[cH:8][c:9]([Cl:14])[c:10]([OH:13])[c:11]1[OH:12]>>[Cl:1][c:2]1[c:3]([C:4](=[O:5])[O:6][CH3:7])[cH:8][c:9]([Cl:14])[c:10]2[c:11]1[O:12][C:16]([c:17]1[cH:18][cH:19][cH:20][cH:21][cH:22]1)([c:23]1[cH:24][cH:25][cH:26][cH:27][cH:28]1)[O:13]2. Reactants: ( m ), C(C1=CC=CC=C1)OC(=O)N1[C@@H](CC[C@@H](C(C1)O)NC([C@H](CC(C)C)NC(=O)OC(C)(C)C)=O)C ((2R,5S)-5-((S)-2-tert-Butoxycarbonylamino-4-methyl-pentanoylamino)-2-methyl-6-hydroxy-azepane-1-carboxylic acid benzyl ester), CC(C[C@@H](C(N[C@@H]1C(CN([C@@H](CC1)C)S(=O)(=O)C1=NC=CC=C1)O)=O)NC(=O)C=1C=C2C=CC=NC2=CC1)C (quinoline-6-carboxylic acid {(S)-3-methyl-1-[(4S,7R)-7-methyl-3-hydroxy-1-(pyridine-2-sulfonyl)-azepan-4-ylcarbamoyl]-butyl}-amide). Yields the product C(C1=CC=CC=C1)OC(=O)N1[C@@H](CC[C@@H](C(C1)=O)NC([C@H](CC(C)C)NC(=O)OC(C)(C)C)=O)C ((2R,5S)-5-((S)-2-tert-Butoxycarbonylamino-4-methyl-pentanoylamino)-2-methyl-6-oxo-azepane-1-carboxylic acid benzyl ester). As a reaction SMILES: [CH2:1]([O:8][C:9]([N:11]1[CH2:17][CH:16]([OH:18])[C@@H:15]([NH:19][C:20](=[O:34])[C@@H:21]([NH:26][C:27]([O:29][C:30]([CH3:33])([CH3:32])[CH3:31])=[O:28])[CH2:22][CH:23]([CH3:25])[CH3:24])[CH2:14][CH2:13][C@H:12]1[CH3:35])=[O:10])[C:2]1[CH:7]=[CH:6][CH:5]=[CH:4][CH:3]=1.CC(C)C[C@H](NC(C1C=C2C(=CC=1)N=CC=C2)=O)C(=O)N[C@H]1CC[C@@H](C)N(S(C2C=CC=CN=2)(=O)=O)CC1O>>[CH2:1]([O:8][C:9]([N:11]1[CH2:17][C:16](=[O:18])[C@@H:15]([NH:19][C:20](=[O:34])[C@@H:21]([NH:26][C:27]([O:29][C:30]([CH3:31])([CH3:33])[CH3:32])=[O:28])[CH2:22][CH:23]([CH3:25])[CH3:24])[CH2:14][CH2:13][C@H:12]1[CH3:35])=[O:10])[C:2]1[CH:7]=[CH:6][CH:5]=[CH:4][CH:3]=1. Procedure: Following the procedure of Example 12 (m), except substituting “(2R,5S)-5-((S)-2-tert-Butoxycarbonylamino-4-methyl-pentanoylamino)-2-methyl-6-hydroxy-azepane-1-carboxylic acid benzyl ester” for “quinoline-6-carboxylic acid {(S)-3-methyl-1-[(4S,7R)-7-methyl-3-hydroxy-1-(pyridine-2-sulfonyl)-azepan-4-ylcarbamoyl]-butyl}-amide gave the title compound: 1H NMR: 7.40-7.35 (m, 5H), 5.26 (m, 1H), 5.13 (dd, 1H), 4.91-4.78 (m, 2H), 4.47 (m, 1H), 4.12 (m, 1H), 3.64 (dd, 1H), 2.32 (m, 1H), 2.10 (m, 1H), 1.7... The reactants are O=C(Cl)c1ccccc1, [Na+], [OH-], NC(CCCCNC(=O)OCc1ccccc1)C(=O)O. Product: O=C(NCCCCC(NC(=O)c1ccccc1)C(=O)O)OCc1ccccc1. RXN SMILES: [C:23]([c:24]1[cH:25][cH:26][cH:27][cH:28][cH:29]1)(=[O:30])[Cl:31].[Na+:22].[OH-:21].[c:1]1([CH2:7][O:8][C:9](=[O:10])[NH:11][CH2:12][CH2:13][CH2:14][CH2:15][CH:16]([NH2:17])[C:18](=[O:19])[OH:20])[cH:2][cH:3][cH:4][cH:5][cH:6]1>>[c:1]1([CH2:7][O:8][C:9](=[O:10])[NH:11][CH2:12][CH2:13][CH2:14][CH2:15][CH:16]([NH:17][C:23]([c:24]2[cH:25][cH:26][cH:27][cH:28][cH:29]2)=[O:30])[C:18](=[O:19])[OH:20])[cH:2][cH:3][cH:4][cH:5][cH:6]1. The reactants are O=C([O-])[O-], O=c1[nH]cccc1OCc1ccccc1, ICCCI, [Na+], [Na+], C1CCOC1. The product is O=c1c(OCc2ccccc2)cccn1CCCI. RXN SMILES: [C:21](=[O:22])([O-:23])[O-:24].[CH2:6]([c:7]1[cH:8][cH:9][cH:10][cH:11][cH:12]1)[O:13][c:14]1[c:15](=[O:20])[nH:16][cH:17][cH:18][cH:19]1.[I:1][CH2:2][CH2:3][CH2:4][I:5].[Na+:25].[Na+:26].[O:27]1[CH2:28][CH2:29][CH2:30][CH2:31]1>>[I:1][CH2:2][CH2:3][CH2:4][n:16]1[c:15](=[O:20])[c:14]([O:13][CH2:6][c:7]2[cH:8][cH:9][cH:10][cH:11][cH:12]2)[cH:19][cH:18][cH:17]1. The reactants are CCCCCC1CCC(C(=O)O)CC1, ClCCl, CN(C)c1ccncc1, C(=NC1CCCCC1)=NC1CCCCC1, CCCCCCCCOc1ccc(-c2ccc(O)c(F)n2)cc1. The product is CCCCCCCCOc1ccc(-c2ccc(OC(=O)C3CCC(CCCCC)CC3)c(F)n2)cc1. As a reaction SMILES: [CH2:39]([CH2:40][CH2:41][CH2:42][CH3:43])[CH:44]1[CH2:45][CH2:46][CH:47]([C:50](=[O:51])[OH:52])[CH2:48][CH2:49]1.[CH2:62]([Cl:63])[Cl:64].[CH3:53][N:54]([c:55]1[cH:56][cH:57][n:58][cH:59][cH:60]1)[CH3:61].[CH:24]1([N:25]=[C:26]=[N:27][CH:28]2[CH2:29][CH2:30][CH2:31][CH2:32][CH2:33]2)[CH2:34][CH2:35][CH2:36][CH2:37][CH2:38]1.[F:1][c:2]1[n:3][c:4](-[c:9]2[cH:10][cH:11][c:12]([O:15][CH2:16][CH2:17][CH2:18][CH2:19][CH2:20][CH2:21][CH2:22][CH3:23])[cH:13][cH:14]2)[cH:5][cH:6][c:7]1[OH:8]>>[F:1][c:2]1[n:3][c:4](-[c:9]2[cH:10][cH:11][c:12]([O:15][CH2:16][CH2:17][CH2:18][CH2:19][CH2:20][CH2:21][CH2:22][CH3:23])[cH:13][cH:14]2)[cH:5][cH:6][c:7]1[O:8][C:50]([CH:47]1[CH2:46][CH2:45][CH:44]([CH2:39][CH2:40][CH2:41][CH2:42][CH3:43])[CH2:49][CH2:48]1)=[O:51]. Procedure: A solution of 2,3,4,5-tetrahydro-1H-[1,4]diazepino[1,7-a]indole (372 mg, 2.0 mmol) in methanol (25 mL) is treated with a solution of 37% aqueous formaldehyde (24 mmol, 2.0 mL). The resulting clear solution is treated with a single portion of sodium cyanoborohydride (251 mg, 4.0 mmol) turning slightly a lighter yellow color. After 40 min, the reaction is quenched with 1M hydrochloric acid (15 mL), stirred over 10 min, basified to pH 13, volatiles removed under reduced pressure, and extracted twic... Reactants: C1CNCCN2C1=CC=1C=CC=CC21 (2,3,4,5-tetrahydro-1H-[1,4]diazepino[1,7-a]indole), C=O (formaldehyde), C(#N)[BH3-].[Na+] (sodium cyanoborohydride). Run in CO (methanol). Yields the product CN1CCN2C(=CC=3C=CC=CC23)CC1 (3-methyl-2,3,4,5-tetrahydro-1H-[1,4]diazepino[1,7-a]indole). Reaction SMILES: [CH2:1]1[C:7]2=[CH:8][C:9]3[CH:10]=[CH:11][CH:12]=[CH:13][C:14]=3[N:6]2[CH2:5][CH2:4][NH:3][CH2:2]1.C=O.[C:17]([BH3-])#N.[Na+]>CO>[CH3:17][N:3]1[CH2:2][CH2:1][C:7]2=[CH:8][C:9]3[CH:10]=[CH:11][CH:12]=[CH:13][C:14]=3[N:6]2[CH2:5][CH2:4]1 |f:2.3|. Run at time 40 minute. Isolated yield 58.4%. The reactants are CCN(C(C)C)C(C)C, ClCCl, O=C(Cl)c1c(F)cccc1F, CCNCC(O)(CNC(=O)c1cnn(-c2ccc(F)cc2)c1N)C(F)(F)F. Product: CCN(CC(O)(CNC(=O)c1cnn(-c2ccc(F)cc2)c1N)C(F)(F)F)C(=O)c1c(F)cccc1F. As a reaction SMILES: [CH:28]([N:29]([CH:30]([CH3:31])[CH3:32])[CH2:33][CH3:34])([CH3:35])[CH3:36].[Cl:48][CH2:49][Cl:50].[F:37][c:38]1[c:39]([C:40](=[O:41])[Cl:42])[c:43]([F:47])[cH:44][cH:45][cH:46]1.[NH2:1][c:2]1[c:3]([C:14](=[O:15])[NH:16][CH2:17][C:18]([C:19]([F:20])([F:21])[F:22])([OH:23])[CH2:24][NH:25][CH2:26][CH3:27])[cH:4][n:5][n:6]1-[c:7]1[cH:8][cH:9][c:10]([F:13])[cH:11][cH:12]1>>[NH2:1][c:2]1[c:3]([C:14](=[O:15])[NH:16][CH2:17][C:18]([C:19]([F:20])([F:21])[F:22])([OH:23])[CH2:24][N:25]([CH2:26][CH3:27])[C:40]([c:39]2[c:38]([F:37])[cH:46][cH:45][cH:44][c:43]2[F:47])=[O:41])[cH:4][n:5][n:6]1-[c:7]1[cH:8][cH:9][c:10]([F:13])[cH:11][cH:12]1. Reactants: CC(C)Cc1ccc(C#N)c(=O)[nH]1, COS(=O)(=O)OC, CCCCCC, CC(C)=O, [Na+], [OH-], O. Product: CC(C)Cc1ccc(C#N)c(=O)n1C. As a reaction SMILES: [CH2:1]([CH:2]([CH3:3])[CH3:4])[c:5]1[cH:6][cH:7][c:8]([C:12]#[N:13])[c:9](=[O:11])[nH:10]1.[CH3:16][O:17][S:18]([O:19][CH3:20])(=[O:21])=[O:22].[CH3:23][CH2:24][CH2:25][CH2:26][CH2:27][CH3:28].[CH3:29][C:30]([CH3:31])=[O:32].[Na+:15].[OH-:14].[OH2:33]>>[CH2:1]([CH:2]([CH3:3])[CH3:4])[c:5]1[cH:6][cH:7][c:8]([C:12]#[N:13])[c:9](=[O:11])[n:10]1[CH3:16]. Reactants: C(C)(=O)SCCC(=O)N1[C@H](C(=O)OC)CC(C1)=O (1-[3-(acetylthio)-1-oxopropyl]-4-oxo-L-proline, methyl ester), N (ammonia). Yields the product SCCC(=O)N1[C@H](C(=O)OC)CC(C1)=O (1-(3-mercapto-1-oxopropyl)-4-oxo-L-proline, methyl ester). As a reaction SMILES: C([S:4][CH2:5][CH2:6][C:7]([N:9]1[CH2:17][C:16](=[O:18])[CH2:15][C@H:10]1[C:11]([O:13][CH3:14])=[O:12])=[O:8])(=O)C.N>>[SH:4][CH2:5][CH2:6][C:7]([N:9]1[CH2:17][C:16](=[O:18])[CH2:15][C@H:10]1[C:11]([O:13][CH3:14])=[O:12])=[O:8]. Reported procedure: The product from Example 28 is hydrolyzed with concentrated ammonia according to the procedure of Example 2 to yield 1-(3-mercapto-1-oxopropyl)-4-oxo-L-proline, methyl ester. The reactants are C1=CC(=CC(=C1)Cl)C(=O)OO (mCPBA), ClC1=C(C(=CC(=C1)F)Cl)N1N=C2C(C=NC=C2)=C1 (2-(2,6-dichloro-4-fluorophenyl)-2H-pyrazolo[4,3-c]pyridine), S(=S)(=O)([O-])[O-].[Na+].[Na+] (Sodium thiosulfate). Run in C(Cl)Cl (DCM). Reaction conditions: temperature 0 celsius, time 2 hour. Yields the product ClC1=C(C(=CC(=C1)F)Cl)N1N=C2C(C=[N+](C=C2)[O-])=C1 (2-(2,6-Dichloro-4-fluorophenyl)-2H-pyrazolo[4,3-c]pyridine-5-oxide). The yield is 82.8%. RXN SMILES: [Cl:1][C:2]1[CH:7]=[C:6]([F:8])[CH:5]=[C:4]([Cl:9])[C:3]=1[N:10]1[CH:18]=[C:13]2[CH:14]=[N:15][CH:16]=[CH:17][C:12]2=[N:11]1.C1C=C(Cl)C=C(C(OO)=[O:27])C=1.S([O-])([O-])(=O)=S.[Na+].[Na+]>C(Cl)Cl>[Cl:1][C:2]1[CH:7]=[C:6]([F:8])[CH:5]=[C:4]([Cl:9])[C:3]=1[N:10]1[CH:18]=[C:13]2[CH:14]=[N+:15]([O-:27])[CH:16]=[CH:17][C:12]2=[N:11]1 |f:2.3.4|. Reported procedure: To a cooled (0° C.) solution of 2-(2,6-dichloro-4-fluorophenyl)-2H-pyrazolo[4,3-c]pyridine (1.6 g, 5.67 mmol) in DCM (30 mL) under nitrogen, was added mCPBA (1.47 g, 8.51 mmol). The reaction mixture was stirred at 0° C. for 2 hours, warmed to room temperature, and stirred for a further 16 hours. Sodium thiosulfate (sat. aq.) was added and the organic layer was separated, washed with sodium hydrogen carbonate (sat. aq.) and brine, dried over anhydrous magnesium sulfate, and concentrated to drynes...